From a dataset of the Open Reaction Database (ORD), a public repository of structured organic reaction records. describe an organic reaction: reactants, conditions, products, and yield The reactants are Cc1ccccc1, C=C1CC2OC(=O)C=C2N(Cc2ccc(Cl)nc2)C1, c1ccc(P(c2ccccc2)c2ccccc2)cc1. The product is CC1CC2OC(=O)C=C2N(Cc2ccc(Cl)nc2)C1. As a reaction SMILES: [CH3:39][c:40]1[cH:41][cH:42][cH:43][cH:44][cH:45]1.[Cl:1][c:2]1[cH:3][cH:4][c:5]([CH2:8][N:9]2[C:10]3=[CH:18][C:17](=[O:19])[O:16][CH:11]3[CH2:12][C:13](=[CH2:15])[CH2:14]2)[cH:6][n:7]1.[c:20]1([P:21]([c:22]2[cH:23][cH:24][cH:25][cH:26][cH:27]2)[c:28]2[cH:29][cH:30][cH:31][cH:32][cH:33]2)[cH:34][cH:35][cH:36][cH:37][cH:38]1>>[Cl:1][c:2]1[cH:3][cH:4][c:5]([CH2:8][N:9]2[C:10]3=[CH:18][C:17](=[O:19])[O:16][CH:11]3[CH2:12][CH:13]([CH3:15])[CH2:14]2)[cH:6][n:7]1. The reactants are C(C1=CC=CC=C1)OC(=O)N1[C@H]2[C@@H]([C@@H](C1)OS(=O)(=O)C)OCC2(OC)OC ((3aS,6R,6aS)-6-Methanesulfonyloxy-3,3-dimethoxy-hexahydro-furo[3,2-b]pyrrole-4-carboxylic acid benzyl ester), [Cl-].[Li+] (lithium chloride). The solvent is CN(C)C=O (DMF). Reaction conditions: temperature 120 celsius, time 120 minute. Product: C(C1=CC=CC=C1)OC(=O)N1[C@H]2[C@@H]([C@H](C1)Cl)OCC2(OC)OC ((3aS,6S,6aS)-6-Chloro-3,3-dimethoxy-hexahydro-furo[3,2-b]pyrrole-4-carboxylic acid benzyl ester). The yield is 70.5%. Reaction SMILES: [CH2:1]([O:8][C:9]([N:11]1[CH2:15][C@@H:14](OS(C)(=O)=O)[C@H:13]2[O:21][CH2:22][C:23]([O:26][CH3:27])([O:24][CH3:25])[C@@H:12]12)=[O:10])[C:2]1[CH:7]=[CH:6][CH:5]=[CH:4][CH:3]=1.[Cl-:28].[Li+]>CN(C=O)C>[CH2:1]([O:8][C:9]([N:11]1[CH2:15][C@H:14]([Cl:28])[C@H:13]2[O:21][CH2:22][C:23]([O:26][CH3:27])([O:24][CH3:25])[C@@H:12]12)=[O:10])[C:2]1[CH:7]=[CH:6][CH:5]=[CH:4][CH:3]=1 |f:1.2|. Procedure: To a stirred solution of compound 12e (550 mg, 1.37 mmol) in DMF (30 mL) was added lithium chloride (721 mg, 13.7 mmol). After stirring for 120 minutes at 120° C. the reaction was concentrated in vacuo. The residue was diluted with CH2Cl2 (50 mL) washed with water (1×20 mL), dried with MgSO4 and concentrated in vacuo. The residue was purified by flash column chromatography (5-66% Isohexane:EtOAc) to give the title compound (330 mg, 72%) as a yellow oil. MS M+H 342, 344.